This data is from the Open Reaction Database (ORD), a public repository of structured organic reaction records. The task is: describe an organic reaction: reactants, conditions, products, and yield Starting materials: P(O)(O)O (phosphorous acid), O1OOCCC1 (trioxane), C(C)#N (acetonitrile), P(Cl)(Cl)Cl (phosphorus trichloride). Yields the product C(C)(=O)NCP(O)(=O)O (N-acetylaminomethane phosphonic acid). Reaction SMILES: [P:1]([OH:4])([OH:3])[OH:2].O1C[CH2:9][CH2:8][O:7]O1.P(Cl)(Cl)Cl.[C:15](#[N:17])C>>[C:8]([NH:17][CH2:15][P:1]([OH:4])(=[O:3])[OH:2])(=[O:7])[CH3:9]. Reported procedure: 82 g of aqueous phosphorous acid and 32 g of trioxane are dissolved in 200 cc of acetonitrile. 5 cc of phosphorus trichloride are added to said solution. The resulting mixture is heated to boiling under reflux for about two hours. A highly viscous oil separates as a result of the reaction. Unreacted acetonitrile is distilled off. The residue is dissolved in a small amount of water. Addition of acetone precipitates therefrom a white crystalline product which is filtered off and dried at 60° C. in... Starting materials: CCCCS(=O)(=O)Cl, I, NC1CCc2cc(C3=NNC(=O)CC3)c(Cl)cc2C1. Product: CCCCS(=O)(=O)NC1CCc2cc(C3=NNC(=O)CC3)c(Cl)cc2C1. Reaction SMILES: [CH2:21]([CH2:22][CH2:23][CH3:24])[S:25](=[O:26])(=[O:27])[Cl:28].[IH:1].[NH2:2][CH:3]1[CH2:4][c:5]2[cH:6][c:7]([Cl:20])[c:8]([C:13]3=[N:18][NH:17][C:16](=[O:19])[CH2:15][CH2:14]3)[cH:9][c:10]2[CH2:11][CH2:12]1>>[NH:2]([CH:3]1[CH2:4][c:5]2[cH:6][c:7]([Cl:20])[c:8]([C:13]3=[N:18][NH:17][C:16](=[O:19])[CH2:15][CH2:14]3)[cH:9][c:10]2[CH2:11][CH2:12]1)[S:25]([CH2:21][CH2:22][CH2:23][CH3:24])(=[O:26])=[O:27]. Starting materials: C(#CC(=O)OC)C(=O)OC (dimethyl acetylenedicarboxylate), C(C)(=O)OCC (ethyl acetate), [H-].[Na+] (sodium hydride), C(C)OP(=O)(OCC)CP(=O)(OCC)OCC (bis(diethoxyphosphoryl)methane). Run in C1(=CC=CC=C1)C (toluene), C1(=CC=CC=C1)C (toluene), C1(=CC=CC=C1)C (toluene). Run at temperature 0 celsius, time 1 hour. Product: COC(\C(=C/C(=O)OC)\C(P(=O)(OCC)OCC)P(=O)(OCC)OCC)=O (2-[bis(diethoxyphosphoryl)methyl]maleic Acid Dimethyl Ester). Yield: 86.4%. Reaction SMILES: [H-].[Na+].[CH2:3]([O:5][P:6]([CH2:11][P:12]([O:17][CH2:18][CH3:19])([O:14][CH2:15][CH3:16])=[O:13])([O:8][CH2:9][CH3:10])=[O:7])[CH3:4].[C:20]([C:26]([O:28][CH3:29])=[O:27])#[C:21][C:22]([O:24][CH3:25])=[O:23].C(OCC)(=O)C>C1(C)C=CC=CC=1>[CH3:25][O:24][C:22](=[O:23])/[C:21](/[CH:11]([P:6]([O:8][CH2:9][CH3:10])([O:5][CH2:3][CH3:4])=[O:7])[P:12]([O:17][CH2:18][CH3:19])([O:14][CH2:15][CH3:16])=[O:13])=[CH:20]\[C:26]([O:28][CH3:29])=[O:27] |f:0.1|. Procedure details: In a suspension of 1.33 g of sodium hydride (60% in oil) in 120 ml of toluene are added dropwise 10 g of bis(diethoxyphosphoryl)methane dissolved in 20 ml of toluene. The reaction mixture is kept at room temperature under stirring for 1 hour, then it is cooled to 0° C. and added dropwise with a solution of dimethyl acetylenedicarboxylate (5.17 g) in 20 ml of toluene. After 1 hour under stirring the reaction mixture is added with ethyl acetate until dissolution of the formed gummy solid occurs an... Reactants: CC1CCC(C(=O)N(c2cc(C#CC(C)(C)C)sc2C(=O)O)C2CC(O)C2)CC1, CC#N, Fc1cccnc1, O, O=C(O)C(F)(F)F. Yields the product CC1CCC(C(=O)N(c2cc(C#CC(C)(C)C)sc2C(=O)O)C2CC(Oc3cccnc3)C2)CC1. RXN SMILES: [CH3:1][C:2]([C:3]#[C:4][c:5]1[cH:6][c:7]([N:13]([C:14](=[O:15])[CH:16]2[CH2:17][CH2:18][CH:19]([CH3:22])[CH2:20][CH2:21]2)[CH:23]2[CH2:24][CH:25]([OH:27])[CH2:26]2)[c:8]([C:10](=[O:11])[OH:12])[s:9]1)([CH3:28])[CH3:29].[CH3:37][C:38]#[N:39].[F:30][c:31]1[cH:32][n:33][cH:34][cH:35][cH:36]1.[OH2:47].[OH:40][C:41]([C:42]([F:43])([F:44])[F:45])=[O:46]>>[CH3:1][C:2]([C:3]#[C:4][c:5]1[cH:6][c:7]([N:13]([C:14](=[O:15])[CH:16]2[CH2:17][CH2:18][CH:19]([CH3:22])[CH2:20][CH2:21]2)[CH:23]2[CH2:24][CH:25]([O:27][c:31]3[cH:32][n:33][cH:34][cH:35][cH:36]3)[CH2:26]2)[c:8]([C:10](=[O:11])[OH:12])[s:9]1)([CH3:28])[CH3:29]. Product: N1(CCC1)C(=O)C1=CC(=C(OC=2C=C(C=C(C2)O[C@H](COC)C)C2=CC=C(N2)C=2SC=CN2)C=C1)C(F)(F)F (2-(5-{3-[4-(Azetidin-1-ylcarbonyl)-2-(trifluoromethyl)phenoxy]-5-[(1S)-2-methoxy-1-methylethoxy]phenyl}-1H-pyrrol-2-yl)-1,3-thiazole). Starting materials: [Cl-].[NH4+] (ammonium chloride), OC=1C=C(C=C(C1)O[C@H](COC)C)C=1N(C(=CC1)C=1SC=CN1)C(=O)OC(C)(C)C (t-Butyl 2-{3-hydroxy-5-[(1S)-2-methoxy-1-methylethoxy]phenyl}-5-(1,3-thiazol-2-yl)-1H-pyrrole-1-carboxylate), FC1=C(C=C(C(=O)N2CCC2)C=C1)C(F)(F)F (1-[4-Fluoro-3-(trifluoromethyl)benzoyl]azetidine), [H-].[Na+] (sodium hydride). Solvent: CS(=O)C (dimethyl sulfoxide). Procedure details: t-Butyl 2-{3-hydroxy-5-[(1S)-2-methoxy-1-methylethoxy]phenyl}-5-(1,3-thiazol-2-yl)-1H-pyrrole-1-carboxylate (119 mg, 0.276 mmol) synthesized in Example (38d) and 1-[4-fluoro-3-(trifluoromethyl)benzoyl]azetidine (145 mg, 0.587 mmol) synthesized in Example (54a) were dissolved in dimethyl sulfoxide (8.0 mL), and sodium hydride (60%, 39 mg, 0.97 mmol) was added, followed by stirring at 100° C. for 2 hours under nitrogen atmosphere. The reaction solution was cooled to room temperature, a saturated a... Isolated yield 68.2%. As a reaction SMILES: [OH:1][C:2]1[CH:3]=[C:4]([C:14]2[N:15](C(OC(C)(C)C)=O)[C:16]([C:19]3[S:20][CH:21]=[CH:22][N:23]=3)=[CH:17][CH:18]=2)[CH:5]=[C:6]([O:8][C@@H:9]([CH3:13])[CH2:10][O:11][CH3:12])[CH:7]=1.F[C:32]1[CH:43]=[CH:42][C:35]([C:36]([N:38]2[CH2:41][CH2:40][CH2:39]2)=[O:37])=[CH:34][C:33]=1[C:44]([F:47])([F:46])[F:45].[H-].[Na+].[Cl-].[NH4+]>CS(C)=O>[N:38]1([C:36]([C:35]2[CH:42]=[CH:43][C:32]([O:1][C:2]3[CH:3]=[C:4]([C:14]4[NH:15][C:16]([C:19]5[S:20][CH:21]=[CH:22][N:23]=5)=[CH:17][CH:18]=4)[CH:5]=[C:6]([O:8][C@@H:9]([CH3:13])[CH2:10][O:11][CH3:12])[CH:7]=3)=[C:33]([C:44]([F:45])([F:46])[F:47])[CH:34]=2)=[O:37])[CH2:41][CH2:40][CH2:39]1 |f:2.3,4.5|. Conditions: temperature 100 celsius, time 2 hour. Starting materials: NC=1OC2=C(C(C1C=O)=O)C=C(C=C2)CC (2-amino-6-ethyl-4-oxo-4H-1-benzopyran-3-carboxaldehyde), CN(C=O)C (dimethylformamide), C(#N)CC(=O)Cl (cyanoacetyl chloride). Product: C(C)C1=CC=C2OC=3C=C(C=NC3C(C2=C1)=O)C#N (7-ethyl-3-cyano-1-azaxanthone). RXN SMILES: N[C:2]1[O:3][C:4]2[CH:14]=[CH:13][C:12]([CH2:15][CH3:16])=[CH:11][C:5]=2[C:6](=[O:10])[C:7]=1C=O.[C:17]([CH2:19][C:20](Cl)=O)#[N:18].C[N:24]([CH3:27])C=O>>[CH2:15]([C:12]1[CH:11]=[C:5]2[C:4]([O:3][C:2]3[CH:20]=[C:19]([C:27]#[N:24])[CH:17]=[N:18][C:7]=3[C:6]2=[O:10])=[CH:14][CH:13]=1)[CH3:16]. Procedure: In 40 ml of dimethylformamide was dissolved 1.82 g of 2-amino-6-ethyl-4-oxo-4H-1-benzopyran-3-carboxaldehyde, followed by the addition of 3.5 g of cyanoacetyl chloride. The mixture was reacted at 60° C. for 3 hours, with constant stirring. The solvent was then distilled off under reduced pressure and the residue was chromatographed on silica gel. The desired product was recovered from the chloroform eluate and recrystallized from acetonitrile. By the above procedure was obtained 1.03 g of 7-ethy... Starting materials: ClC1=NC=CC=C1O (2-chloro-3-pyridinol), ClCl (chlorine). Solvent: CN(C=O)C (dimethylformamide). Conditions: temperature 20 celsius, time 1.5 hour. Product: ClC1=NC(=CC=C1O)Cl (2,6-dichloro-3-pyridinol). As a reaction SMILES: [Cl:1][C:2]1[C:7]([OH:8])=[CH:6][CH:5]=[CH:4][N:3]=1.[Cl:9]Cl>CN(C)C=O>[Cl:1][C:2]1[C:7]([OH:8])=[CH:6][CH:5]=[C:4]([Cl:9])[N:3]=1. Procedure: 100 g (0.77 mole) of 2-chloro-3-pyridinol is dissolved in 350 ml of dimethylformamide. In the course of 1.5 hours, 70 ml of chlorine (measured at -80°; 0.93 mole) is introduced at 0° into the stirred solution. The reaction mixture is subsequently stirred for 1.5 hours at 20° C and afterwards concentrated in a rotary evaporator (bath: 50°; 10 torr). To the residue are added 400 ml of water and 100 ml of ether. The two phases are separated, and the aqueous phase is extracted 5 times with 100 ml of...